From a dataset of the Open Reaction Database (ORD), a public repository of structured organic reaction records. describe an organic reaction: reactants, conditions, products, and yield The reactants are (E)-2-(3-(2-fluorophenyl)acryl-amido)acetic acid, [OH-].[Na+] (sodium hydroxide), COC(CNC(\C=C\C1=C(C=CC=C1)F)=O)=O ((E)-2-(3-(2-fluorophenyl)acrylamido)acetic acid methyl ester). Solvent: O (water), C(C)O (ethanol). Run at time 1 hour. Product: FC1=C(C=CC=C1)/C=C/C(=O)NCC(=O)O ((E)-2-(3-(2-fluorophenyl)acrylamido)acetic acid). RXN SMILES: [OH-].[Na+].C[O:4][C:5](=[O:19])[CH2:6][NH:7][C:8](=[O:18])/[CH:9]=[CH:10]/[C:11]1[CH:16]=[CH:15][CH:14]=[CH:13][C:12]=1[F:17]>O.C(O)C>[F:17][C:12]1[CH:13]=[CH:14][CH:15]=[CH:16][C:11]=1/[CH:10]=[CH:9]/[C:8]([NH:7][CH2:6][C:5]([OH:19])=[O:4])=[O:18] |f:0.1|. Procedure: A solution of (400 mg, 10.0 mmol) of sodium hydroxide in water (2 ml) was added to a solution of (2.34 g, 9.9 mmol) of (E)-2-(3-(2-fluorophenyl)acrylamido)acetic acid methyl ester in ethanol (50 ml). The reaction solution was stirred for 1 h at RT and then concentrated in vacuo. The residue was taken up in water and washed twice with ethyl acetate. The aqueous phase was then adjusted carefully to pH 4 with 3% hydrochloric acid, and extraction with ethyl acetate was carried out. The organic phase... Reactants: B, Clc1cccc(Br)c1, CC(C)=O, CP(C)CCP(C)C, O. Yields the product Oc1cc(Cl)cc(Br)c1. RXN SMILES: [BH3:17].[Br:9][c:10]1[cH:11][c:12]([Cl:16])[cH:13][cH:14][cH:15]1.[CH3:18][C:19]([CH3:20])=[O:21].[CH3:1][P:2]([CH3:3])[CH2:4][CH2:5][P:6]([CH3:7])[CH3:8].[OH2:22]>>[Br:9][c:10]1[cH:11][c:12]([Cl:16])[cH:13][c:14]([OH:21])[cH:15]1. The reactants are CS(C)=O, COC(=O)c1cc(Cl)ccc1[N+](=O)[O-], [K], O, Oc1c(Cl)cc(Cl)cc1Cl. Product: COC(=O)c1cc(Oc2c(Cl)cc(Cl)cc2Cl)ccc1[N+](=O)[O-]. Reaction SMILES: [CH3:26][S:27](=[O:28])[CH3:29].[Cl:1][c:2]1[cH:3][cH:4][c:5]([N+:12](=[O:13])[O-:14])[c:6]([C:7](=[O:8])[O:9][CH3:10])[cH:11]1.[K:15].[OH2:30].[OH:16][c:17]1[c:18]([Cl:19])[cH:20][c:21]([Cl:22])[cH:23][c:24]1[Cl:25]>>[c:2]1([O:16][c:17]2[c:18]([Cl:19])[cH:20][c:21]([Cl:22])[cH:23][c:24]2[Cl:25])[cH:3][cH:4][c:5]([N+:12](=[O:13])[O-:14])[c:6]([C:7](=[O:8])[O:9][CH3:10])[cH:11]1. The reactants are CCN=C=NCCCN(C)C, CC#N, Cl, NC(Cc1ccc(C(F)(F)F)cc1)C(O)c1ccc(F)cc1, O=C1CC(C(=O)O)c2ccccc21, O, On1nnc2ccccc21. Yields the product O=C1CC(C(=O)NC(Cc2ccc(C(F)(F)F)cc2)C(O)c2ccc(F)cc2)c2ccccc21. RXN SMILES: [CH2:37]([N:38]=[C:39]=[N:40][CH2:41][CH2:42][CH2:43][N:44]([CH3:45])[CH3:46])[CH3:47].[CH3:58][C:59]#[N:60].[ClH:36].[F:1][c:2]1[cH:3][cH:4][c:5]([CH:8]([CH:9]([CH2:10][c:11]2[cH:12][cH:13][c:14]([C:17]([F:18])([F:19])[F:20])[cH:15][cH:16]2)[NH2:21])[OH:22])[cH:6][cH:7]1.[O:23]=[C:24]1[CH2:25][CH:26]([C:33](=[O:34])[OH:35])[c:27]2[cH:28][cH:29][cH:30][cH:31][c:32]21.[OH2:61].[OH:48][n:49]1[c:50]2[cH:51][cH:52][cH:53][cH:54][c:55]2[n:56][n:57]1>>[F:1][c:2]1[cH:3][cH:4][c:5]([CH:8]([CH:9]([CH2:10][c:11]2[cH:12][cH:13][c:14]([C:17]([F:18])([F:19])[F:20])[cH:15][cH:16]2)[NH:21][C:33]([CH:26]2[CH2:25][C:24](=[O:23])[c:32]3[c:27]2[cH:28][cH:29][cH:30][cH:31]3)=[O:34])[OH:22])[cH:6][cH:7]1. The reactants are C(C1=CC=CC=C1)N1C(CC(C1)C1(CC(C1)O)NC(=O)OC(C)(C)C)=O (1-benzyl-4-[3-(tert-butoxycarbonylamino)-1-hydroxycyclobutan-3-yl]-2-pyrrolidone), C([O-])(O)=O.[Na+] (sodium bicarbonate), C1(=CC=CC=C1)C (toluene), C(C)N(CC)S(F)(F)F (diethylaminosulfur trifluoride). Run in C(Cl)(Cl)Cl (chloroform), ClCCl (dichloromethane). Run at time 12 hour. The product is C(C1=CC=CC=C1)N1C(CC(C1)C1(CC(C1)F)NC(=O)OC(C)(C)C)=O (1-Benzyl-4-[3-(tert-butoxycarbonylamino)-1-fluorocyclobutan-3-yl]-2-pyrrolidone). The yield is 30.0%. As a reaction SMILES: [CH2:1]([N:8]1[CH2:12][CH:11]([C:13]2([NH:18][C:19]([O:21][C:22]([CH3:25])([CH3:24])[CH3:23])=[O:20])[CH2:16][CH:15](O)[CH2:14]2)[CH2:10][C:9]1=[O:26])[C:2]1[CH:7]=[CH:6][CH:5]=[CH:4][CH:3]=1.C1(C)C=CC=CC=1.C(N(S(F)(F)[F:40])CC)C.C(=O)(O)[O-].[Na+]>C(Cl)(Cl)Cl.ClCCl>[CH2:1]([N:8]1[CH2:12][CH:11]([C:13]2([NH:18][C:19]([O:21][C:22]([CH3:25])([CH3:24])[CH3:23])=[O:20])[CH2:16][CH:15]([F:40])[CH2:14]2)[CH2:10][C:9]1=[O:26])[C:2]1[CH:7]=[CH:6][CH:5]=[CH:4][CH:3]=1 |f:3.4|. Procedure: A 1.79 g (4.96 mmol) portion of 1-benzyl-4-[3-(tert-butoxycarbonylamino)-1-hydroxycyclobutan-3-yl]-2-pyrrolidone (Isomer B1) was dissolved in a mixed solvent consisting of 50 ml of toluene and 20 ml of dichloromethane to which, while cooling in an ice bath with stirring, was then added 1.31 ml (9.92 mmol) of diethylaminosulfur trifluoride, subsequently carrying out 12 hours of stirring at room temperature. While cooling in an ice bath with stirring, the reaction solution was alkalified by slowly...